From a dataset of the Open Reaction Database (ORD), a public repository of structured organic reaction records. describe an organic reaction: reactants, conditions, products, and yield The reactants are CS(=O)(=O)OCC1=NC=CC(=C1C)OCCCOCC ({4-(3-ethoxypropoxy)-3-methylpyridine-2-yl}methyl methanesulfonate), SC=1NC2=C(N1)C=CC=C2 (2-mercaptobenzimidazole). The solvent is C(C)O (ethanol). Run at time 1 hour. Product: C(C)OCCCOC1=C(C(=NC=C1)CSC1=NC2=C(N1)C=CC=C2)C (2-[{4-(3-Ethoxy)Propoxy-3-Methylpyridine-2-Yl}Methylthio]-1H-Benzimidazole), CS(=O)(=O)[O-] (methanesulfonate). RXN SMILES: [CH3:1][S:2]([O:5][CH2:6][C:7]1[C:12]([CH3:13])=[C:11]([O:14][CH2:15][CH2:16][CH2:17][O:18][CH2:19][CH3:20])[CH:10]=[CH:9][N:8]=1)(=[O:4])=[O:3].[SH:21][C:22]1[NH:23][C:24]2[CH:30]=[CH:29][CH:28]=[CH:27][C:25]=2[N:26]=1>C(O)C>[CH2:19]([O:18][CH2:17][CH2:16][CH2:15][O:14][C:11]1[CH:10]=[CH:9][N:8]=[C:7]([CH2:6][S:21][C:22]2[NH:26][C:25]3[CH:27]=[CH:28][CH:29]=[CH:30][C:24]=3[N:23]=2)[C:12]=1[CH3:13])[CH3:20].[CH3:1][S:2]([O-:5])(=[O:4])=[O:3]. Procedure details: A mixture comprising 4.2 g of {4-(3-ethoxypropoxy)-3-methylpyridine-2-yl}methyl methanesulfonate, 1.87 g of 2-mercaptobenzimidazole and 30 ml of ethanol was stirred at a room temperature for one hour and distilled to remove the ethanol. The obtained residue was purified by silica gel column chromatography to obtain 0.88 g of the title compound and 5.1 g of methanesulfonate of the title compound. The reactants are CCOCC, [Cl-], Cc1c(F)c(F)cc2c(=O)c(C(=O)O)cn(-c3cc(N)c(F)cc3F)c12, OC1CNC1, c1ccncc1. Product: Cc1c(N2CC(O)C2)c(F)cc2c(=O)c(C(=O)O)cn(-c3cc(N)c(F)cc3F)c12. As a reaction SMILES: [CH2:39]([O:40][CH2:41][CH3:42])[CH3:43].[Cl-:1].[NH2:13][c:14]1[cH:15][c:16](-[n:22]2[cH:23][c:24]([C:36](=[O:37])[OH:38])[c:25](=[O:35])[c:26]3[cH:27][c:28]([F:34])[c:29]([F:33])[c:30]([CH3:32])[c:31]23)[c:17]([F:21])[cH:18][c:19]1[F:20].[OH:2][CH:3]1[CH2:4][NH:5][CH2:6]1.[cH:7]1[cH:8][cH:9][n:10][cH:11][cH:12]1>>[OH:2][CH:3]1[CH2:4][N:5]([c:29]2[c:28]([F:34])[cH:27][c:26]3[c:25](=[O:35])[c:24]([C:36](=[O:37])[OH:38])[cH:23][n:22](-[c:16]4[cH:15][c:14]([NH2:13])[c:19]([F:20])[cH:18][c:17]4[F:21])[c:31]3[c:30]2[CH3:32])[CH2:6]1. The reactants are O=C(Cl)c1ccccc1, CC(=O)[O-], CC(=O)[O-], C=Cc1ccccc1, CN(C)Cc1ccccc1, Cc1ccc(C)cc1, [Pd+2]. Yields the product C(=Cc1ccccc1)c1ccccc1. Reaction SMILES: [C:1]([c:2]1[cH:3][cH:4][cH:5][cH:6][cH:7]1)([Cl:8])=[O:9].[C:36]([O-:37])(=[O:38])[CH3:39].[C:41]([O-:42])(=[O:43])[CH3:44].[CH2:10]=[CH:11][c:12]1[cH:13][cH:14][cH:15][cH:16][cH:17]1.[CH2:18]([N:19]([CH3:20])[CH3:21])[c:22]1[cH:23][cH:24][cH:25][cH:26][cH:27]1.[CH3:28][c:29]1[cH:30][cH:31][c:32]([CH3:33])[cH:34][cH:35]1.[Pd+2:40]>>[CH:1]([c:2]1[cH:3][cH:4][cH:5][cH:6][cH:7]1)=[CH:11][c:12]1[cH:13][cH:14][cH:15][cH:16][cH:17]1. The reactants are Cl, O=N[O-], Cc1ccncc1N, [Na+], Cl[Sn]Cl. The product is Cc1ccncc1NN. Reaction SMILES: [ClH:16].[N:1]([O-:2])=[O:3].[NH2:5][c:6]1[cH:7][n:8][cH:9][cH:10][c:11]1[CH3:12].[Na+:4].[Sn:13]([Cl:14])[Cl:15]>>[NH2:1][NH:5][c:6]1[cH:7][n:8][cH:9][cH:10][c:11]1[CH3:12]. Conditions: time 55 hour. The yield is 39.3%. Reaction SMILES: [O:1]1[C:12]2[C:4](=[CH:5][C:6](=[CH:10][CH:11]=2)[CH2:7][CH:8]=[CH2:9])[O:3][CH2:2]1.ClC1C=CC=C(C(OO)=[O:21])C=1.ClC1C=C(C=CC=1)C(O)=O>C(Cl)(Cl)Cl>[O:1]1[C:12]2[C:4](=[CH:5][C:6](=[CH:10][CH:11]=2)[CH2:7][CH:8]2[O:21][CH2:9]2)[O:3][CH2:2]1. Run in C(Cl)(Cl)Cl (chloroform), C(Cl)(Cl)Cl (chloroform). The product is O1COC2=CC(CC3CO3)=CC=C12 (safrole oxide). Procedure details: 16.2 g of safrole was dissolved in 100 ml of chloroform and to the mixture was added dropwise 20.7 g of m-chloroperbenzoic acid dissolved in 500 ml of chloroform at 0°-5° C. The resulting mixture was allowed to stand with slow stirring for 55 hours, while maintaining the temperature at 0° - 5° C. After the completion of the reaction, m-chlorobenzoic acid crystals were filtered and the filtrate was washed twice with 5% sodium hydroxide solution, and then with water. After drying over anhydrous so... Starting materials: ClC1=CC(=CC=C1)C(=O)OO (m-chloroperbenzoic acid), O1COC2=CC(CC=C)=CC=C12 (safrole), ClC=1C=C(C(=O)O)C=CC1 (m-chlorobenzoic acid). The reactants are N#CBr (cyanogen bromide), ClC=1C(=NC(=NC1)SC)NN (5-chloro-4-hydrazino 2-methylthio-pyrimidine), C(C)(C)O (isopropyl alcohol). Run in ClCCl (dichloromethane), C(C)OCC (diethyl ether). Product: Br.NC1=NN=C2N1C(=NC=C2Cl)SC (3-Amino-8-chloro-5-methylthio[1,2,4]-triazolo[4,3-c]pyrimidine Hydrobromide). Reaction SMILES: [N:1]#[C:2][Br:3].[Cl:4][C:5]1[C:6]([NH:13][NH2:14])=[N:7][C:8]([S:11][CH3:12])=[N:9][CH:10]=1.C(O)(C)C>ClCCl.C(OCC)C>[BrH:3].[NH2:1][C:2]1[N:7]2[C:8]([S:11][CH3:12])=[N:9][CH:10]=[C:5]([Cl:4])[C:6]2=[N:13][N:14]=1 |f:5.6|. Procedure: A solution of 40 mL (120 mmol) of 3 molar cyanogen bromide in dichloromethane was combined with 19.0 g (100 mmol) of 5-chloro-4-hydrazino 2-methylthio-pyrimidine and 200 mL of dry isopropyl alcohol at ambient temperature with stirring. The resulting mixture was stirred for 18 hours and then diluted with 500 mL of diethyl ether. The solids that formed were recovered by filtration and dried to obtain the theoretical amount of the title compound as a yellow solid melting above 250° C. Reaction SMILES: [H-].[Al+3].[Li+].[H-].[H-].[H-].C([O:9][C:10](=O)[CH2:11][CH:12]([NH:14][CH2:15][C:16]1[CH:21]=[CH:20][CH:19]=[CH:18][CH:17]=1)[CH3:13])C.S([O-])([O-])(=O)=O.[Na+].[Na+]>C1(OC)CCCC1>[CH2:15]([NH:14][CH:12]([CH3:13])[CH2:11][CH2:10][OH:9])[C:16]1[CH:21]=[CH:20][CH:19]=[CH:18][CH:17]=1 |f:0.1.2.3.4.5,7.8.9|. Procedure details: To a suspension of lithium aluminum hydride (0.76 g, 20 mmol) in cyclopentylmethylether (20 mL) was added a solution of 3-benzylamino-butyric acid ethyl ester (2.10 g, 9.5 mmol) in cyclopentylmethylether (10 mL) dropwise at 0° C. under nitrogen atmosphere. The resulting mixture was warmed to room temperature and stirred for 3 hours. Then small amount of sodium sulfate saturated aqueous solution was added dropwise to quench the reaction at 0° C. and stirred for one hour. The resulting solid mater... Reactants: C(C)OC(CC(C)NCC1=CC=CC=C1)=O (3-benzylamino-butyric acid ethyl ester), [H-].[Al+3].[Li+].[H-].[H-].[H-] (lithium aluminum hydride), S(=O)(=O)([O-])[O-].[Na+].[Na+] (sodium sulfate). The product is C(C1=CC=CC=C1)NC(CCO)C (3-benzylamino-butan-1-ol). Solvent: C1(CCCC1)OC (cyclopentylmethylether), C1(CCCC1)OC (cyclopentylmethylether). The yield is 87.4%. Conditions: time 3 hour. Reactants: N (ammonia), C(C)#N (acetonitrile), [Na] (sodium), N (ammonia), C(C)#N (acetonitrile), C(#N)C1=CC2=CC=CC=C2C=C1 (2-cyanonaphthalene). Run in liquid, C(C)OCC (diethyl ether), C(C)OCC (diethyl ether). Product: NC(=CC#N)C1=CC2=CC=CC=C2C=C1 (β-amino-β-(2-naphthyl)acrylonitrile). Yield: 22.2%. As a reaction SMILES: [Na].N.[C:3](#[N:5])[CH3:4].[C:6]([C:8]1[CH:17]=[CH:16][C:15]2[C:10](=[CH:11][CH:12]=[CH:13][CH:14]=2)[CH:9]=1)#[N:7]>C(OCC)C>[NH2:7][C:6]([C:8]1[CH:17]=[CH:16][C:15]2[C:10](=[CH:11][CH:12]=[CH:13][CH:14]=2)[CH:9]=1)=[CH:4][C:3]#[N:5] |^1:0|. Reported procedure: To a solution of 2.0 grams (0.087 mole) of sodium in 125 milliliters of liquid ammonia was added a solution of 3.67 grams (0.089 mole) of acetonitrile in 10 milliliters of diethyl ether over a period of about five minutes. The reaction mixture was then cooled in a dry ice-acetone bath and a solution of 10.0 grams (0.065 mole) of 2-cyanonaphthalene in a minimum of dry diethyl ether was rapidly added within about five minutes after completion of the acetonitrile addition. The reaction mixture was ...